This data is from the Open Reaction Database (ORD), a public repository of structured organic reaction records. The task is: describe an organic reaction: reactants, conditions, products, and yield Isolated yield 169.7%. Procedure: To a solution of 2-acetyloxybenzoic acid 6-(nitroxymethyl)-2-methylpyridinyl ester (1 g, 2.88 mmoles) in acetonitrile (10 ml) cooled at 0° C., a solution of 65% nitric acid (0.2 ml) in acetonitrile (2 ml) is added by dropping under stirring. It is left for 2 hours at 0° C., then the temperature is let reach room values. The formed precipitate is filtered and washed with ethyl ether. 1 g of solid product is obtained. Reaction SMILES: [O:1]([CH2:5][C:6]1[N:11]=[C:10]([CH3:12])[C:9]([O:13][C:14](=[O:25])[C:15]2[CH:20]=[CH:19][CH:18]=[CH:17][C:16]=2[O:21][C:22](=[O:24])[CH3:23])=[CH:8][CH:7]=1)[N+:2]([O-:4])=[O:3].[N+]([O-])(O)=O>C(#N)C>[N+:2]([O-:4])([OH:3])=[O:1].[O:1]([CH2:5][C:6]1[N:11]=[C:10]([CH3:12])[C:9]([O:13][C:14](=[O:25])[C:15]2[CH:20]=[CH:19][CH:18]=[CH:17][C:16]=2[O:21][C:22](=[O:24])[CH3:23])=[CH:8][CH:7]=1)[N+:2]([O-:4])=[O:3] |f:3.4|. Conditions: time 2 hour. The product is [N+](=O)(O)[O-].O([N+](=O)[O-])CC1=CC=C(C(=N1)C)OC(C1=C(C=CC=C1)OC(C)=O)=O (2-Acetyloxybenzoic Acid 6-(Nitroxymethyl)-2-methylpyridinyl Ester Nitrate). The reactants are O([N+](=O)[O-])CC1=CC=C(C(=N1)C)OC(C1=C(C=CC=C1)OC(C)=O)=O (2-acetyloxybenzoic acid 6-(nitroxymethyl)-2-methylpyridinyl ester), [N+](=O)(O)[O-] (nitric acid). Run in C(C)#N (acetonitrile), C(C)#N (acetonitrile). Reactants: BrC1=C(C=C(C(=C1)C(=C(Cl)Cl)Cl)S(=O)(=O)N)S(=O)(=O)N (4-bromo-6-trichlorovinyl-1,3-benzenedisulfonamide), C(C1=CC=CC=C1)N (benzylamine). Solvent: C(C)(=O)O (acetic acid). The product is C(C1=CC=CC=C1)NC1=C(C=C(C(=C1)C(=C(Cl)Cl)Cl)S(=O)(=O)N)S(=O)(=O)N (4-Benzylamino-6-(1,2,2-trichlorovinyl)-1,3-benzenedi-sulfonamide). As a reaction SMILES: Br[C:2]1[CH:7]=[C:6]([C:8]([Cl:12])=[C:9]([Cl:11])[Cl:10])[C:5]([S:13]([NH2:16])(=[O:15])=[O:14])=[CH:4][C:3]=1[S:17]([NH2:20])(=[O:19])=[O:18].[CH2:21]([NH2:28])[C:22]1[CH:27]=[CH:26][CH:25]=[CH:24][CH:23]=1>C(O)(=O)C>[CH2:21]([NH:28][C:2]1[CH:7]=[C:6]([C:8]([Cl:12])=[C:9]([Cl:11])[Cl:10])[C:5]([S:13]([NH2:16])(=[O:15])=[O:14])=[CH:4][C:3]=1[S:17]([NH2:20])(=[O:19])=[O:18])[C:22]1[CH:27]=[CH:26][CH:25]=[CH:24][CH:23]=1. Procedure details: A mixture of 0.31 g. of 4-bromo-6-trichlorovinyl-1,3-benzenedisulfonamide and 0.76 ml. of benzylamine is stirred at 100° C for 2 hours and then added to 25 ml. of aqueous acetic acid and cooled in ice. A precipitate is collected by filtration which weighs 0.26 g. after drying, which gives after recrystallization from a ethylacetate/benzene/petroleum benzene mixture 0.17 g. of 4-benzylamino-6-(1,2,2-trichlorovinyl)-1,3-benzenedisulfonamide with m.p. 188°-190° C. The reactants are solid, Cl.Cl.O1C=C(C=C2C1=CC=C2)C2N(CCCC2)CC[C@@H]2CC[C@H](CC2)N (trans-4-[2-(4-benzofuran-3-yl-piperidin-1-yl)-ethyl]-cyclohexylamine dihydrochloride), Cl.Cl.O1C=C(C=C2C1=CC=C2)C2N(CCCC2)CC[C@@H]2CC[C@H](CC2)N (trans-4-[2-(4-benzofuran-3-yl-piperidin-1-yl)-ethyl]-cyclohexylamine dihydrochloride), COCC(=O)O (2-methoxy-acetic acid). The product is O1C=C(C=C2C1=CC=C2)C2N(CCCC2)CC[C@@H]2CC[C@H](CC2)NC(COC)=O (trans-N-{4-[2-(4-Benzofuran-3-yl-piperidin-1-yl)-ethyl]-cyclohexyl}-2-methoxy-acetamide). Reaction SMILES: Cl.Cl.[O:3]1[C:8]2=[CH:9][CH:10]=[CH:11][C:7]2=[CH:6][C:5]([CH:12]2[CH2:17][CH2:16][CH2:15][CH2:14][N:13]2[CH2:18][CH2:19][C@H:20]2[CH2:25][CH2:24][C@H:23]([NH2:26])[CH2:22][CH2:21]2)=[CH:4]1.[CH3:27][O:28][CH2:29][C:30](O)=[O:31]>>[O:3]1[C:8]2=[CH:9][CH:10]=[CH:11][C:7]2=[CH:6][C:5]([CH:12]2[CH2:17][CH2:16][CH2:15][CH2:14][N:13]2[CH2:18][CH2:19][C@H:20]2[CH2:21][CH2:22][C@H:23]([NH:26][C:30](=[O:31])[CH2:29][O:28][CH3:27])[CH2:24][CH2:25]2)=[CH:4]1 |f:0.1.2|. Procedure details: The title compound, white solid (59 mg, 59%), MS (ISP) m/z=399.3 [(M+H)+], mp 115° C., was prepared in accordance with the general method of example 1 from trans-4-[2-(4-benzofuran-3-yl-piperidin-1-yl)-ethyl]-cyclohexylamine dihydrochloride (intermediate A) (100 mg, 0.25 mmol) and 2-methoxy-acetic acid. Starting materials: ferric chloride hexahydrate, C(C)(=O)O (acetic acid), ON1C(CC(CC1(C)C)OC(C1=CC=CC=C1)=O)(C)C (1-oxyl-4-benzoyloxy-2,2,6,6-tetramethylpiperidine), CO (methanol), O (water), OO (hydrogen peroxide), OO (hydrogen peroxide), peroxide. Solvent: C1CCCCC1 (cyclohexane). Conditions: temperature 55 celsius. The product is C1(CCCCC1)ON1C(CC(CC1(C)C)OC(C1=CC=CC=C1)=O)(C)C (1-Cyclohexyloxy-4-benzoyloxy-2,2,6,6-tetramethylpiperidine). The yield is 40.0%. As a reaction SMILES: [C:1](O)(=O)[CH3:2].[OH:5][N:6]1[C:11]([CH3:13])([CH3:12])[CH2:10][CH:9]([O:14][C:15](=[O:22])[C:16]2[CH:21]=[CH:20][CH:19]=[CH:18][CH:17]=2)[CH2:8][C:7]1([CH3:24])[CH3:23].CO.OO.O>C1CCCCC1>[CH:2]1([O:5][N:6]2[C:11]([CH3:13])([CH3:12])[CH2:10][CH:9]([O:14][C:15](=[O:22])[C:16]3[CH:21]=[CH:20][CH:19]=[CH:18][CH:17]=3)[CH2:8][C:7]2([CH3:24])[CH3:23])[CH2:1][CH2:9][CH2:8][CH2:7][CH2:23]1. Reported procedure: A solution of 0.101 g (0.37 mmol) of ferric chloride hexahydrate and 0.115 g (1.9 mmol) of glacial acetic acid in 2 ml of water is added to a mixture of 5.00 g (18.1 mmol) of 1-oxyl-4-benzoyloxy-2,2,6,6-tetramethylpiperidine, 27 ml of methanol, and 18 ml of cyclohexane. The mixture is heated to reflux, 55° C. A solution of 4.9 g (72 mmol) of 50% aqueous hydrogen peroxide is added dropwise over 2.25 hours to the reaction mixture while the temperature is brought to and maintained at reflux. After ... Starting materials: [S-]C#N.[K+] (Potassium thiocyanate), C(C)(C)(C)OC(NC1=CC(=CC=C1)OC1=NC=C(C=C1)N)=O (tert-butyl{3-[(5-aminopyridin-2-yl)oxy]phenyl}carbamate), BrBr (bromine). The solvent is C(C)(=O)O (acetic acid), C(C)(=O)O (acetic acid). Run at time 30 minute. Product: C(C)(C)(C)OC(NC1=CC(=CC=C1)OC1=CC=C2C(=N1)SC(=N2)N)=O (tert-butyl{3-[(2-amino[1,3]thiazolo[5,4-b]pyridin-5-yl)oxy]phenyl}carbamate). The yield is 88.2%. As a reaction SMILES: [S-:1][C:2]#[N:3].[K+].[C:5]([O:9][C:10](=[O:26])[NH:11][C:12]1[CH:17]=[CH:16][CH:15]=[C:14]([O:18][C:19]2[CH:24]=[CH:23][C:22]([NH2:25])=[CH:21][N:20]=2)[CH:13]=1)([CH3:8])([CH3:7])[CH3:6].BrBr>C(O)(=O)C>[C:5]([O:9][C:10](=[O:26])[NH:11][C:12]1[CH:17]=[CH:16][CH:15]=[C:14]([O:18][C:19]2[N:20]=[C:21]3[S:1][C:2]([NH2:3])=[N:25][C:22]3=[CH:23][CH:24]=2)[CH:13]=1)([CH3:8])([CH3:6])[CH3:7] |f:0.1|. Reported procedure: Potassium thiocyanate (4.30 g, 44.2 mmol) was suspended in acetic acid (50 mL), and the suspension was stirred at room temperature for 30 min. To the obtained solution was added tert-butyl{3-[(5-aminopyridin-2-yl)oxy]phenyl}carbamate (3.33 g, 11.1 mmol), and the mixture was further stirred at room temperature for 10 min. To the obtained solution was added dropwise a solution of bromine (1.85 g, 11.6 mmol) in acetic acid (10 mL) for 10 min or more. After the completion of the dropwise addition, t... Reactants: BrC1=CC2=CC=CC=C2C=C1OC (2-bromo-3-methoxynaphthalene), C1CO1 (ethylene oxide). Yields the product COC=1C(=CC2=CC=CC=C2C1)CCO (2-(3-methoxynaphthalen-2-yl)ethanol). Reaction SMILES: Br[C:2]1[C:11]([O:12][CH3:13])=[CH:10][C:9]2[C:4](=[CH:5][CH:6]=[CH:7][CH:8]=2)[CH:3]=1.[CH2:14]1[O:16][CH2:15]1>>[CH3:13][O:12][C:11]1[C:2]([CH2:14][CH2:15][OH:16])=[CH:3][C:4]2[C:9]([CH:10]=1)=[CH:8][CH:7]=[CH:6][CH:5]=2. Reported procedure: The title compound was synthesized as described above from 2-bromo-3-methoxynaphthalene and ethylene oxide. Starting materials: ClCC1=CC(=CC=C1)CCl (α,α'-dichloro-m-xylene), [H-].[Na+] (sodium hydride), Cl (hydrochloride), C(=O)N1C(C2=C(C(=C(C=C2CC1)OC)OC)O)CC1=CC(=CC=C1)OC (2-Formyl-6,7-dimethoxy-1-(3-methoxybenzyl)-1,2,3,4-tetrahydroisoquinolin-8-ol). Run in CS(=O)C (dimethyl sulfoxide), O (water), CS(=O)C (dimethyl sulfoxide). Reaction conditions: time 10 minute. The product is ClCC=1C=C(COC=2C(=C(C=C3CCN(C(C23)CC2=CC(=CC=C2)OC)C=O)OC)OC)C=CC1 (8-(3-chloromethylbenzyloxy)-2-formyl-6,7-dimethoxy-1-(3-methoxybenzyl)-1,2,3,4-tetrahydroisoquinoline). Reaction SMILES: [H-].[Na+].[CH:3]([N:5]1[CH2:14][CH2:13][C:12]2[C:7](=[C:8]([OH:19])[C:9]([O:17][CH3:18])=[C:10]([O:15][CH3:16])[CH:11]=2)[CH:6]1[CH2:20][C:21]1[CH:26]=[CH:25][CH:24]=[C:23]([O:27][CH3:28])[CH:22]=1)=[O:4].Cl.[Cl:30][CH2:31][C:32]1[CH:37]=[CH:36][CH:35]=[C:34]([CH2:38]Cl)[CH:33]=1>CS(C)=O.O>[Cl:30][CH2:31][C:32]1[CH:33]=[C:34]([CH:35]=[CH:36][CH:37]=1)[CH2:38][O:19][C:8]1[C:9]([O:17][CH3:18])=[C:10]([O:15][CH3:16])[CH:11]=[C:12]2[C:7]=1[CH:6]([CH2:20][C:21]1[CH:26]=[CH:25][CH:24]=[C:23]([O:27][CH3:28])[CH:22]=1)[N:5]([CH:3]=[O:4])[CH2:14][CH2:13]2 |f:0.1|. Reported procedure: To a suspension of sodium hydride (80 mg, 1.96 mmole, 60%) in dimethyl sulfoxide (1 ml) was added a solution of intermediate 2 obtained in Referential Example 2 (350 mg, 0.98 mmole) at room temperature under nitrogen, and the reaction mixture was stirred for 10 minutes. The resulting mixture was added dropwise to a solution of α,α'-dichloro-m-xylene (172 mg, 0.98 mmole) in dimethyl sulfoxide (1 ml) at room temperature, and stirred for 2 hours. The reaction mixture was chilled in ice, diluted wit... The reactants are resultant mixture, ice water, Cl (hydrochloric acid), C(C)(=O)Cl (acetyl chloride), S1CC=CC2=CC=CC=C12 (thianaphthalene), ice, [Cl-].[Al+3].[Cl-].[Cl-] (aluminum chloride). Run in C(Cl)(Cl)(Cl)Cl (carbon tetrachloride), C(Cl)(Cl)(Cl)Cl (carbon tetrachloride). Yields the product C(C)(=O)C1SC2=CC=CC=C2C=C1 (2 -acetylthianaphthalene). Isolated yield 75.2%. Reaction SMILES: [C:1](Cl)(=[O:3])[CH3:2].[Cl-].[Al+3].[Cl-].[Cl-].[S:9]1[C:18]2[C:13](=[CH:14][CH:15]=[CH:16][CH:17]=2)[CH:12]=[CH:11][CH2:10]1.Cl>C(Cl)(Cl)(Cl)Cl>[C:1]([CH:10]1[CH:11]=[CH:12][C:13]2[C:18](=[CH:17][CH:16]=[CH:15][CH:14]=2)[S:9]1)(=[O:3])[CH3:2] |f:1.2.3.4|. Procedure details: Under a dry nitrogen atmosphere, 7.18 g (0.0914 mole) of acetyl chloride was added to a cold (5° C.), stirred mixture of 11.9 g (0.0893 mole) of aluminum chloride in 100 ml of carbon tetrachloride. To this mixture was added a solution of 10.6 g (0.079 mole) of thianaphthalene in 25 ml of carbon tetrachloride. The reaction mixture was allowed to warm to room temperature and was stirred for two hours. The mixture was heated at reflux for 45 minutes and was cooled. The resultant mixture was poured ...